From a dataset of the Open Reaction Database (ORD), a public repository of structured organic reaction records. describe an organic reaction: reactants, conditions, products, and yield Starting materials: ClCCl, O=C(Cl)Oc1ccccc1, Cl, CC(NC(=O)C(N)C(C)C)C(=O)NCc1ccc(Cl)cc1, O. The product is CC(NC(=O)C(NC(=O)Oc1ccccc1)C(C)C)C(=O)NCc1ccc(Cl)cc1. As a reaction SMILES: [CH2:34]([Cl:35])[Cl:36].[Cl:1][C:2](=[O:3])[O:4][c:5]1[cH:6][cH:7][cH:8][cH:9][cH:10]1.[ClH:32].[NH2:11][CH:12]([CH:13]([CH3:14])[CH3:15])[C:16](=[O:17])[NH:18][CH:19]([CH3:20])[C:21](=[O:22])[NH:23][CH2:24][c:25]1[cH:26][cH:27][c:28]([Cl:31])[cH:29][cH:30]1.[OH2:33]>>[C:2](=[O:3])([O:4][c:5]1[cH:6][cH:7][cH:8][cH:9][cH:10]1)[NH:11][CH:12]([CH:13]([CH3:14])[CH3:15])[C:16](=[O:17])[NH:18][CH:19]([CH3:20])[C:21](=[O:22])[NH:23][CH2:24][c:25]1[cH:26][cH:27][c:28]([Cl:31])[cH:29][cH:30]1. Reactants: CC(C)(C)NO, O=Cc1cccc(F)c1O. Yields the product CC(C)(C)[N+]([O-])=Cc1cccc(F)c1O. RXN SMILES: [C:11]([CH3:12])([CH3:13])([CH3:14])[NH:15][OH:16].[F:1][c:2]1[c:3]([OH:10])[c:4]([CH:5]=[O:6])[cH:7][cH:8][cH:9]1>>[F:1][c:2]1[c:3]([OH:10])[c:4]([CH:5]=[N+:15]([C:11]([CH3:12])([CH3:13])[CH3:14])[O-:16])[cH:7][cH:8][cH:9]1. Reactants: ClCC=O (chloroacetaldehyde), S (hydrogen sulfide). Yields the product ClCC1SC(SC(S1)CCl)CCl (2,4,6-tris(chloromethyl)-1,3,5-trithiane). Reaction SMILES: [Cl:1][CH2:2][CH:3]=O.[SH2:5]>>[Cl:1][CH2:2][CH:3]1[S:5][CH:3]([CH2:2][Cl:1])[S:5][CH:3]([CH2:2][Cl:1])[S:5]1. Procedure details: reacting chloroacetaldehyde with hydrogen sulfide to obtain 2,4,6-tris(chloromethyl)-1,3,5-trithiane; Reactants: ClC=1C(=NC=NC1C)N(CCOC1=C(C=C(C=C1)CCOCC)C)C(=O)Cl (5-chloro-N-chlorocarbonyl-N-{2-[4-(2-ethoxyethyl)-2-methylphenoxy]ethyl}-6-methyl-4-pyrimidine amine), CN (monomethylamine). Solvent: C1(=CC=CC=C1)C (toluene). Run at time 1 hour. Yields the product ClC=1C(=NC=NC1C)N(C(NC)=O)CCOC1=C(C=C(C=C1)CCOCC)C (5-chloro-N-{2-[4-(2-ethoxyethyl)-2-methylphenoxy]ethyl}-6-methyl-N-(N'-methylcarbamoyl)-4-pyrimidine amine). As a reaction SMILES: [Cl:1][C:2]1[C:3]([N:9]([C:25](Cl)=[O:26])[CH2:10][CH2:11][O:12][C:13]2[CH:18]=[CH:17][C:16]([CH2:19][CH2:20][O:21][CH2:22][CH3:23])=[CH:15][C:14]=2[CH3:24])=[N:4][CH:5]=[N:6][C:7]=1[CH3:8].[CH3:28][NH2:29]>C1(C)C=CC=CC=1>[Cl:1][C:2]1[C:3]([N:9]([CH2:10][CH2:11][O:12][C:13]2[CH:18]=[CH:17][C:16]([CH2:19][CH2:20][O:21][CH2:22][CH3:23])=[CH:15][C:14]=2[CH3:24])[C:25](=[O:26])[NH:29][CH3:28])=[N:4][CH:5]=[N:6][C:7]=1[CH3:8]. Procedure: Into a solution of 1.0 g of 5-chloro-N-chlorocarbonyl-N-{2-[4-(2-ethoxyethyl)-2-methylphenoxy]ethyl}-6-methyl-4-pyrimidine amine dissolved in 20 ml of toluene was added under stirring 1 ml of an aqueous 40% monomethylamine solution, and the mixture was stirred at room temperature for one hour.